Dataset: the Open Reaction Database (ORD), a public repository of structured organic reaction records. Task: describe an organic reaction: reactants, conditions, products, and yield Reactants: COC1=CC(=C(C=C1C)C(C)=O)C (1-(4-methoxy-2,5-dimethylphenyl)ethanone), [Cl-].NO (hydroxylamine chloride). Run in CO (methanol). Reaction conditions: time 3 hour. Yields the product COC1=CC(=C(C=C1C)/C(/C)=N/O)C ((E)-1-(4-methoxy-2,5-dimethylphenyl)ethanone oxime). The yield is 89.6%. RXN SMILES: [CH3:1][O:2][C:3]1[C:8]([CH3:9])=[CH:7][C:6]([C:10](=O)[CH3:11])=[C:5]([CH3:13])[CH:4]=1.[Cl-].[NH2:15][OH:16]>CO>[CH3:1][O:2][C:3]1[C:8]([CH3:9])=[CH:7][C:6](/[C:10](=[N:15]/[OH:16])/[CH3:11])=[C:5]([CH3:13])[CH:4]=1 |f:1.2|. Procedure details: To a solution of 0.5 g (2.6 mmol) of 1-(4-methoxy-2,5-dimethylphenyl)ethanone obtained in Step 2 and 0.36 g (5.1 mmol) of hydroxylamine chloride in 15 mL of methanol was added 1.0 g of a molecular sieve for dehydration. The reaction mixture was stirred at room temperature for 3 hours and filtered through celite and the filtrate was concentrated in a vacuum. The concentrate was stirred in water (20 mL) and the aqueous layer was extracted twice with 20 mL of dichloromethane. The organic layer was ... The reactants are COC(=O)c1ccc2c(C(=O)C3C(C)(C)C3(C)C)c[nH]c2c1, CS(=O)(=O)OCC1CCOCC1, [H-], [Na+], CN(C)C=O. Product: COC(=O)c1ccc2c(C(=O)C3C(C)(C)C3(C)C)cn(CC3CCOCC3)c2c1. RXN SMILES: [CH3:1][O:2][C:3](=[O:4])[c:5]1[cH:6][cH:7][c:8]2[c:9]([C:14](=[O:15])[CH:16]3[C:17]([CH3:21])([CH3:22])[C:18]3([CH3:19])[CH3:20])[cH:10][nH:11][c:12]2[cH:13]1.[CH3:23][S:24]([O:25][CH2:28][CH:29]1[CH2:30][CH2:31][O:32][CH2:33][CH2:34]1)(=[O:26])=[O:27].[H-:36].[Na+:35].[O:37]=[CH:38][N:39]([CH3:40])[CH3:41]>>[CH3:1][O:2][C:3](=[O:4])[c:5]1[cH:6][cH:7][c:8]2[c:9]([C:14](=[O:15])[CH:16]3[C:17]([CH3:21])([CH3:22])[C:18]3([CH3:19])[CH3:20])[cH:10][n:11]([CH2:28][CH:29]3[CH2:30][CH2:31][O:32][CH2:33][CH2:34]3)[c:12]2[cH:13]1. Starting materials: N1[C@H](C(=O)OCC2=CC=CC=C2)CCC1.Cl (H-Pro-OBzl.HCl), N([C@@H](CC1=CC=C(C=C1)OCC1=CC=CC=C1)C(=O)O)C(=O)OC(C)(C)C (BOC-Tyr(Bzl)-OH), CCN=C=NCCCN(C)C (WSC). Solvent: ClCCl (dichloromethane). Reaction conditions: temperature -5 celsius, time 8 hour. Product: N([C@@H](CC1=CC=C(C=C1)OCC1=CC=CC=C1)C(=O)N1[C@H](C(=O)OCC2=CC=CC=C2)CCC1)C(=O)OC(C)(C)C (BOC-Tyr(Bzl)-Pro-OBzl). Yield: 96.1%. As a reaction SMILES: [NH:1]([C:21]([O:23][C:24]([CH3:27])([CH3:26])[CH3:25])=[O:22])[C@H:2]([C:18]([OH:20])=O)[CH2:3][C:4]1[CH:9]=[CH:8][C:7]([O:10][CH2:11][C:12]2[CH:17]=[CH:16][CH:15]=[CH:14][CH:13]=2)=[CH:6][CH:5]=1.[NH:28]1[CH2:42][CH2:41][CH2:40][C@H:29]1[C:30]([O:32][CH2:33][C:34]1[CH:39]=[CH:38][CH:37]=[CH:36][CH:35]=1)=[O:31].Cl.CCN=C=NCCCN(C)C>ClCCl>[NH:1]([C:21]([O:23][C:24]([CH3:27])([CH3:26])[CH3:25])=[O:22])[C@H:2]([C:18]([N:28]1[CH2:42][CH2:41][CH2:40][C@H:29]1[C:30]([O:32][CH2:33][C:34]1[CH:35]=[CH:36][CH:37]=[CH:38][CH:39]=1)=[O:31])=[O:20])[CH2:3][C:4]1[CH:9]=[CH:8][C:7]([O:10][CH2:11][C:12]2[CH:17]=[CH:16][CH:15]=[CH:14][CH:13]=2)=[CH:6][CH:5]=1 |f:1.2|. Procedure: A solution of 10.00 g of BOC-Tyr(Bzl)-OH dissolved in 50 ml of dichloromethane was mixed with 6.53 g of H-Pro-OBzl.HCl. To this mixture, under cooling at -5° C., 4.93 ml of WSC was added, followed by stirring at -5° C. for one hour and at room temperature overnight. The reaction mixture was concentrated under reduced pressure, the residue was mixed by shaking with ethyl acetate and 1N hydrochloric acid and separated into liquid layers. The ethyl acetate layer was washed successively twice with 1... Reactants: CC1=CC=C(O1)CNC1=NC=2C=CC=C(C2C=C1)N (N2-(5-Methyl-furan-2-ylmethyl)-quinoline-2,5-diamine), C1(CC1)S(=O)(=O)Cl (cyclopropane sulfonylchloride). Run in N1=CC=CC=C1 (pyridine). Reaction conditions: time 8 hour. Product: CC1=CC=C(O1)CNC1=NC2=CC=CC(=C2C=C1)NS(=O)(=O)C1CC1 (Cyclopropanesulfonic acid {2-[(5-methyl-furan-2-ylmethyl)-amino]-quinolin-5-yl}-amide), oil. Isolated yield 78.0%. RXN SMILES: [CH3:1][C:2]1[O:6][C:5]([CH2:7][NH:8][C:9]2[CH:18]=[CH:17][C:16]3[C:15]([NH2:19])=[CH:14][CH:13]=[CH:12][C:11]=3[N:10]=2)=[CH:4][CH:3]=1.[CH:20]1([S:23](Cl)(=[O:25])=[O:24])[CH2:22][CH2:21]1>N1C=CC=CC=1>[CH3:1][C:2]1[O:6][C:5]([CH2:7][NH:8][C:9]2[CH:18]=[CH:17][C:16]3[C:11](=[CH:12][CH:13]=[CH:14][C:15]=3[NH:19][S:23]([CH:20]3[CH2:22][CH2:21]3)(=[O:25])=[O:24])[N:10]=2)=[CH:4][CH:3]=1. Procedure: N2-(5-Methyl-furan-2-ylmethyl)-quinoline-2,5-diamine (200 mg, 0.79 mmol) was dissolved in 2 mL pyridine and cyclopropane sulfonylchloride (118 mg, 0.79 mmol) was added. The reaction mixture was stirred at room temperature overnight and quenched by addition of 50 mL water and acetic acid until pH 5. The mixture was extracted three times with ethyl acetate (50 mL each). The organic phases ware pooled, dried with sodium sulfate, filtered and evaporated. The residue was purified by flash chromatogra... The reactants are O=C([O-])O, CCOC(C)=O, CC(C)(C)OC(=O)N1CCCC(CCS(=O)(=O)Oc2c(F)c(F)c(F)c(F)c2F)C1, C1CCN(CCC2CCNCC2)C1, C1CCC2=NCCCN2CC1, [Na+], C1CCOC1. The product is CC(C)(C)OC(=O)N1CCCC(CCS(=O)(=O)N2CCC(CCN3CCCC3)CC2)C1. RXN SMILES: [C:55](=[O:56])([OH:57])[O-:58].[CH3:65][CH2:66][O:67][C:68](=[O:69])[CH3:70].[F:1][c:2]1[c:3]([F:4])[c:23]([F:24])[c:25]([F:26])[c:27]([F:28])[c:29]1[O:30][S:5](=[O:6])(=[O:7])[CH2:8][CH2:9][CH:10]1[CH2:11][N:12]([C:16](=[O:17])[O:18][C:19]([CH3:20])([CH3:21])[CH3:22])[CH2:13][CH2:14][CH2:15]1.[N:31]1([CH2:36][CH2:37][CH:38]2[CH2:39][CH2:40][NH:41][CH2:42][CH2:43]2)[CH2:32][CH2:33][CH2:34][CH2:35]1.[N:44]12[CH2:45][CH2:46][CH2:47][N:48]=[C:49]1[CH2:50][CH2:51][CH2:52][CH2:53][CH2:54]2.[Na+:59].[O:60]1[CH2:61][CH2:62][CH2:63][CH2:64]1>>[S:5](=[O:6])(=[O:7])([CH2:8][CH2:9][CH:10]1[CH2:11][N:12]([C:16](=[O:17])[O:18][C:19]([CH3:20])([CH3:21])[CH3:22])[CH2:13][CH2:14][CH2:15]1)[N:41]1[CH2:40][CH2:39][CH:38]([CH2:37][CH2:36][N:31]2[CH2:32][CH2:33][CH2:34][CH2:35]2)[CH2:43][CH2:42]1. Starting materials: [H-].[Al+3].[Li+].[H-].[H-].[H-] (Lithium aluminum hydride), CC1=NC2=C(N1C1C(CN(CC1)C(=O)OC(C)(C)C)CCC(=O)O)C=CC(=C2)C (4-(2,5-dimethylbenzimidazol-1-yl)-3-carboxyethyl-N-Boc piperidine), C1CCOC1 (THF), Na2SO4 decahydrate. Conditions: time 1 hour. The product is CC1=NC2=C(N1[C@H]1[C@@H](CN(CC1)C(=O)OC(C)(C)C)CO)C=CC(=C2)C (racemic trans-4-(2,5-dimethylbenzimidazol-1-yl)-3-hydroxymethyl-N-Boc piperidine). Reaction SMILES: [H-].[Al+3].[Li+].[H-].[H-].[H-].[CH3:7][C:8]1[N:12]([CH:13]2[CH2:18][CH2:17][N:16]([C:19]([O:21][C:22]([CH3:25])([CH3:24])[CH3:23])=[O:20])[CH2:15][CH:14]2CCC(O)=O)[C:11]2[CH:31]=[CH:32][C:33]([CH3:35])=[CH:34][C:10]=2[N:9]=1.C1C[O:39][CH2:38]C1>>[CH3:7][C:8]1[N:12]([C@@H:13]2[CH2:18][CH2:17][N:16]([C:19]([O:21][C:22]([CH3:23])([CH3:24])[CH3:25])=[O:20])[CH2:15][C@H:14]2[CH2:38][OH:39])[C:11]2[CH:31]=[CH:32][C:33]([CH3:35])=[CH:34][C:10]=2[N:9]=1 |f:0.1.2.3.4.5|. Procedure: Lithium aluminum hydride (76 mg; 2 mmol) was added to a stirring solution of 4-(2,5-dimethylbenzimidazol-1-yl)-3-carboxyethyl-N-Boc piperidine (310 mg; 0.77 mmol) in THF (5 mL) under Ar at 0° C. After one hour, Na2SO4 decahydrate (500 mg; 1.55 mmol) was added carefully portionwise. The reaction mixture was stirred 2 h and the grey solid that formed during this time was removed by filtration through Celite®. Volatiles were removed under reduced pressure and the product racemic trans-4-(2,5-dimeth...